Dataset: the Open Reaction Database (ORD), a public repository of structured organic reaction records. Task: describe an organic reaction: reactants, conditions, products, and yield Starting materials: COC(=O)C(N)Cc1cc(OC)c(OC)c(OC)c1, C(=NC1CCCCC1)=NC1CCCCC1, C1COCCO1, CC(C)CC(=NO)C(=O)O, O=C1CCC(=O)N1O. Yields the product COC(=O)C(Cc1cc(OC)c(OC)c(OC)c1)NC(=O)C(CC(C)C)=NO. Reaction SMILES: [CH3:1][O:2][C:3]([CH:4]([NH2:5])[CH2:6][c:7]1[cH:8][c:9]([O:17][CH3:18])[c:10]([O:15][CH3:16])[c:11]([O:13][CH3:14])[cH:12]1)=[O:19].[CH:38]1([N:39]=[C:40]=[N:41][CH:42]2[CH2:43][CH2:44][CH2:45][CH2:46][CH2:47]2)[CH2:48][CH2:49][CH2:50][CH2:51][CH2:52]1.[O:53]1[CH2:54][CH2:55][O:56][CH2:57][CH2:58]1.[OH:20][N:21]=[C:22]([C:23](=[O:24])[OH:25])[CH2:26][CH:27]([CH3:28])[CH3:29].[OH:30][N:31]1[C:32](=[O:33])[CH2:34][CH2:35][C:36]1=[O:37]>>[CH3:1][O:2][C:3]([CH:4]([NH:5][C:23]([C:22](=[N:21][OH:20])[CH2:26][CH:27]([CH3:28])[CH3:29])=[O:24])[CH2:6][c:7]1[cH:8][c:9]([O:17][CH3:18])[c:10]([O:15][CH3:16])[c:11]([O:13][CH3:14])[cH:12]1)=[O:19].